This data is from the Open Reaction Database (ORD), a public repository of structured organic reaction records. The task is: describe an organic reaction: reactants, conditions, products, and yield Reactants: ClCCl (dichloromethane), B(Br)(Br)Br (boron tribromide), ClCCl (dichloromethane), BrC=1C(N(N=CC1Br)C1=CC=C(C=C1)OC)=O (4,5-dibromo-2-(4-methoxyphenyl)-2H-pyridazin-3-one). Run in O (Water). Run at time 8 hour. Yields the product BrC=1C(N(N=CC1Br)C1=CC=C(C=C1)O)=O (4,5-dibromo-2-(4-hydroxyphenyl)-2H-pyridazin-3-one). Isolated yield 97.3%. RXN SMILES: ClCCl.B(Br)(Br)Br.[Br:8][C:9]1[C:10](=[O:24])[N:11]([C:16]2[CH:21]=[CH:20][C:19]([O:22]C)=[CH:18][CH:17]=2)[N:12]=[CH:13][C:14]=1[Br:15]>O>[Br:8][C:9]1[C:10](=[O:24])[N:11]([C:16]2[CH:17]=[CH:18][C:19]([OH:22])=[CH:20][CH:21]=2)[N:12]=[CH:13][C:14]=1[Br:15]. Reported procedure: A 1N dichloromethane solution (5.5 mL) of boron tribromide was added to a dichloromethane solution (30 mL) of 4,5-dibromo-2-(4-methoxyphenyl)-2H-pyridazin-3-one (1.1 g, 3.06 mmols), and stirred overnight at room temperature. Water (30 mL) was added and stirred for 30 minutes. The resulting precipitate was recovered by filtration, washed with water and chloroform and dried to provide the title compound (1.03 g, 97%).